From a dataset of the Open Reaction Database (ORD), a public repository of structured organic reaction records. describe an organic reaction: reactants, conditions, products, and yield Reactants: CCCCO, COc1cc(OCCCCl)ccc1C(C)=O, Cl, OC(c1ccc(F)cc1)(c1ccc(F)cc1)C1CCNCC1, [I-], [K+], [Na+], [Na+], O=C([O-])[O-]. Yields the product Cl, COc1cc(OCCCN2CCC(C(O)(c3ccc(F)cc3)c3ccc(F)cc3)CC2)ccc1C(C)=O. As a reaction SMILES: [CH2:48]([OH:49])[CH2:50][CH2:51][CH3:52].[Cl:23][CH2:24][CH2:25][CH2:26][O:27][c:28]1[cH:29][c:30]([O:37][CH3:38])[c:31]([C:34]([CH3:35])=[O:36])[cH:32][cH:33]1.[ClH:47].[F:1][c:2]1[cH:3][cH:4][c:5]([C:8]([OH:9])([CH:10]2[CH2:11][CH2:12][NH:13][CH2:14][CH2:15]2)[c:16]2[cH:17][cH:18][c:19]([F:22])[cH:20][cH:21]2)[cH:6][cH:7]1.[I-:46].[K+:45].[Na+:39].[Na+:40].[O-:41][C:42](=[O:43])[O-:44]>>[ClH:23].[F:1][c:2]1[cH:3][cH:4][c:5]([C:8]([OH:9])([CH:10]2[CH2:11][CH2:12][N:13]([CH2:24][CH2:25][CH2:26][O:27][c:28]3[cH:29][c:30]([O:37][CH3:38])[c:31]([C:34]([CH3:35])=[O:36])[cH:32][cH:33]3)[CH2:14][CH2:15]2)[c:16]2[cH:17][cH:18][c:19]([F:22])[cH:20][cH:21]2)[cH:6][cH:7]1. The reactants are C(C)(C)(C)[Si](C)(C)OC(C(C)(C)C)CCC1=C(C=C(C=C1)C(CC)(C1=CC(=C(C=C1)B1OC(C(O1)(C)C)(C)C)C)CC)C (t-butyl-(1-{2-[4-(1-ethyl-1-{4-[4,4,5,5-tetramethyl-[1,3,2]dioxaborolan-2-yl]-3-methyl-phenyl}-propyl)-2-methyl-phenyl]-ethyl}-2,2-dimethyl-propoxy)dimethylsilane), C1(CCCCC1)P(C1=C(C=CC=C1)C1=C(C=CC=C1OC)OC)C1CCCCC1 (2-dicyclohexylphosphino-2′,6′-dimethoxy-1,1′-biphenyl), P(=O)([O-])([O-])[O-].[K+].[K+].[K+] (potassium phosphate), COC(CC1=C(C=C(C=C1)Cl)Cl)=O ((2,4-dichloro-phenyl)acetic acid methyl ester). Run at temperature 100 celsius, time 30 minute. RXN SMILES: [C:1]([Si:5]([O:8][CH:9]([CH2:14][CH2:15][C:16]1[CH:21]=[CH:20][C:19]([C:22]([CH2:41][CH3:42])([C:25]2[CH:30]=[CH:29][C:28](B3OC(C)(C)C(C)(C)O3)=[C:27]([CH3:40])[CH:26]=2)[CH2:23][CH3:24])=[CH:18][C:17]=1[CH3:43])[C:10]([CH3:13])([CH3:12])[CH3:11])([CH3:7])[CH3:6])([CH3:4])([CH3:3])[CH3:2].C1(P(C2CCCCC2)C2C=CC=CC=2C2C(OC)=CC=CC=2OC)CCCCC1.P([O-])([O-])([O-])=O.[K+].[K+].[K+].[CH3:81][O:82][C:83](=[O:93])[CH2:84][C:85]1[CH:90]=[CH:89][C:88](Cl)=[CH:87][C:86]=1[Cl:92]>C(OCC)C.C([O-])(=O)C.[Pd+2].C([O-])(=O)C>[CH3:81][O:82][C:83](=[O:93])[CH2:84][C:85]1[CH:90]=[CH:89][C:88]([C:28]2[CH:29]=[CH:30][C:25]([C:22]([C:19]3[CH:20]=[CH:21][C:16]([CH2:15][CH2:14][CH:9]([O:8][Si:5]([C:1]([CH3:4])([CH3:3])[CH3:2])([CH3:6])[CH3:7])[C:10]([CH3:13])([CH3:12])[CH3:11])=[C:17]([CH3:43])[CH:18]=3)([CH2:23][CH3:24])[CH2:41][CH3:42])=[CH:26][C:27]=2[CH3:40])=[CH:87][C:86]=1[Cl:92] |f:2.3.4.5,8.9.10|. Procedure details: Degassed toluene (0.13 mL) and water (0.013 mL) were added to t-butyl-(1-{2-[4-(1-ethyl-1-{4-[4,4,5,5-tetramethyl-[1,3,2]dioxaborolan-2-yl]-3-methyl-phenyl}-propyl)-2-methyl-phenyl]-ethyl}-2,2-dimethyl-propoxy)dimethylsilane (Example 23-(1); 15.7 mg, 0.0259 mmol), palladium (II) acetate (0.8 mg, 0.004 mmol), 2-dicyclohexylphosphino-2′,6′-dimethoxy-1,1′-biphenyl (3 mg, 0.007 mmol) and potassium phosphate (20.0 mg, 0.0942 mmol). After replacement with nitrogen, (2,4-dichloro-phenyl)acetic acid met... Isolated yield 17.5%. Reagents/catalysts: C(C)(=O)[O-].[Pd+2].C(C)(=O)[O-] (palladium (II) acetate). Yields the product COC(CC1=C(C=C(C=C1)C1=C(C=C(C=C1)C(CC)(CC)C1=CC(=C(C=C1)CCC(C(C)(C)C)O[Si](C)(C)C(C)(C)C)C)C)Cl)=O ([4′-(1-{4-[3-(t-butyl-dimethyl-silanyloxy)-4,4-dimethyl-pentyl]-3-methyl-phenyl}-1-ethyl-propyl)-3-chloro-2′-methyl-biphenyl-4-yl]-acetic Acid Methyl Ester). Run in C(C)OCC (diethyl ether).